From a dataset of the Open Reaction Database (ORD), a public repository of structured organic reaction records. describe an organic reaction: reactants, conditions, products, and yield Reactants: BrCC1CC1, CC(=O)Nc1cccc(-c2ccc3nnc(C)n3n2)c1, CN(C)C=O, [H-], [Na+], O. The product is CC(=O)N(CC1CC1)c1cccc(-c2ccc3nnc(C)n3n2)c1. Reaction SMILES: [Br:28][CH2:29][CH:30]1[CH2:31][CH2:32]1.[CH3:1][c:2]1[n:3][n:4][c:5]2[n:6]1[n:7][c:8](-[c:11]1[cH:12][c:13]([NH:17][C:18]([CH3:19])=[O:20])[cH:14][cH:15][cH:16]1)[cH:9][cH:10]2.[CH3:23][N:24]([CH3:25])[CH:26]=[O:27].[H-:21].[Na+:22].[OH2:33]>>[CH3:1][c:2]1[n:3][n:4][c:5]2[n:6]1[n:7][c:8](-[c:11]1[cH:12][c:13]([N:17]([C:18]([CH3:19])=[O:20])[CH2:29][CH:30]3[CH2:31][CH2:32]3)[cH:14][cH:15][cH:16]1)[cH:9][cH:10]2. Yields the product ClC1=C(C=CC=C1)C(C(C(=O)OCC)(C)C)O (ethyl 3-(2-chlorophenyl)-3-hydroxy-2,2-dimethylpropionate). Reaction conditions: temperature 70 celsius, time 24 hour. Procedure details: tBuBisP*-RuBr2 (5 mg) was placed in a pressurized hydrogenation reactor equipped with a stirrer chip, and after deaeration, substituted with argon. Thereto was poured a mixture of deaerated ethyl 2,2-dimethyl(2-chlorobenzoyl)acetate (515 mg) (2.0 mmol), methanol (4 ml) and water (0.4 ml). The mixture was stirred under a hydrogen pressure (6 atm) at 70° C. for 24 h. According to the high performance liquid chromatography analysis of the mixture after completion of the reaction, the yield was 97% ... Reaction SMILES: [CH3:1][C:2]([C:9](=[O:17])[C:10]1[CH:15]=[CH:14][CH:13]=[CH:12][C:11]=1[Cl:16])([CH3:8])[C:3]([O:5][CH2:6][CH3:7])=[O:4].CO>O>[Cl:16][C:11]1[CH:12]=[CH:13][CH:14]=[CH:15][C:10]=1[CH:9]([OH:17])[C:2]([CH3:8])([CH3:1])[C:3]([O:5][CH2:6][CH3:7])=[O:4]. Solvent: O (water). The yield is 81.8%. Starting materials: CC(C(=O)OCC)(C)C(C1=C(C=CC=C1)Cl)=O (ethyl 2,2-dimethyl(2-chlorobenzoyl)acetate), CO (methanol), RuBr2.